Dataset: the Open Reaction Database (ORD), a public repository of structured organic reaction records. Task: describe an organic reaction: reactants, conditions, products, and yield Starting materials: COC(=O)CC1=CC=C(C=C1)NC1=C(C(=C(C(=C1)C)O)C)C (4-(4-methoxycarbonylmethylphenylamino)-2,3,6-trimethylphenol), COC(=O)CC1=CC=C(C=C1)NC1=C(C(=C(C(=C1)C)O)C)C (4-(4-methoxycarbonylmethylphenylamino)-2,3,6-trimethylphenol), Cl (hydrochloric acid). The solvent is C(C)(=O)O (acetic acid). Run at temperature 50 celsius. Yields the product Cl.C(=O)(O)CC1=CC=C(C=C1)NC1=C(C(=C(C(=C1)C)O)C)C (4-(4-carboxymethylphenylamino)-2,3,6-trimethylphenol hydrochloride). As a reaction SMILES: C[O:2][C:3]([CH2:5][C:6]1[CH:11]=[CH:10][C:9]([NH:12][C:13]2[CH:18]=[C:17]([CH3:19])[C:16]([OH:20])=[C:15]([CH3:21])[C:14]=2[CH3:22])=[CH:8][CH:7]=1)=[O:4].[ClH:23]>C(O)(=O)C>[ClH:23].[C:3]([CH2:5][C:6]1[CH:7]=[CH:8][C:9]([NH:12][C:13]2[CH:18]=[C:17]([CH3:19])[C:16]([OH:20])=[C:15]([CH3:21])[C:14]=2[CH3:22])=[CH:10][CH:11]=1)([OH:4])=[O:2] |f:3.4|. Procedure: A mixture of 2.0 g of 4-(4-methoxycarbonylmethylphenylamino)-2,3,6-trimethylphenol (Compound 86), 7.2 ml of 36% hydrochloric acid and 14.2 ml of acetic acid was heated at 50° C. for 14.5 hours. The reaction mixture was cooled to room temperature, and the crystals that precipitated were filtered, washed with acetonitrile and dried, giving 1.6 g of the title compound. The filtrate was concentrated under reduced pressure, and the solid thus obtained was treated similarly, additionally giving 0.4 g ...